From a dataset of the Open Reaction Database (ORD), a public repository of structured organic reaction records. describe an organic reaction: reactants, conditions, products, and yield The reactants are CCOC(=O)OCC, N#CCc1ccc(OCc2ccccc2)cc1, CC[O-], Cc1ccccc1, CCOC(C)=O, Cl, [Na+]. Yields the product CCOC(=O)C(C#N)c1ccc(OCc2ccccc2)cc1. RXN SMILES: [C:22]([O:23][CH2:24][CH3:25])([O:26][CH2:28][CH3:29])=[O:27].[CH2:1]([c:2]1[cH:3][cH:4][cH:5][cH:6][cH:7]1)[O:8][c:9]1[cH:10][cH:11][c:12]([CH2:13][C:14]#[N:15])[cH:16][cH:17]1.[CH3:19][CH2:20][O-:21].[CH3:31][c:32]1[cH:33][cH:34][cH:35][cH:36][cH:37]1.[CH3:38][CH2:39][O:40][C:41](=[O:42])[CH3:43].[ClH:30].[Na+:18]>>[CH2:1]([c:2]1[cH:3][cH:4][cH:5][cH:6][cH:7]1)[O:8][c:9]1[cH:10][cH:11][c:12]([CH:13]([C:14]#[N:15])[C:22]([O:23][CH2:24][CH3:25])=[O:26])[cH:16][cH:17]1. The reactants are COC(=O)C(OC(C)(C)C)c1c(C)nc2c(ccn2Cc2ccc(F)cc2)c1-c1ccc(C)cc1, CO, [Li+], C1CCOC1, [OH-]. Yields the product Cc1ccc(-c2c(C(OC(C)(C)C)C(=O)O)c(C)nc3c2ccn3Cc2ccc(F)cc2)cc1. As a reaction SMILES: [C:1]([CH3:2])([CH3:3])([CH3:4])[O:5][CH:6]([C:7](=[O:8])[O:9][CH3:10])[c:11]1[c:12](-[c:29]2[cH:30][cH:31][c:32]([CH3:35])[cH:33][cH:34]2)[c:13]2[c:14]([n:15][c:16]1[CH3:17])[n:18]([CH2:21][c:22]1[cH:23][cH:24][c:25]([F:28])[cH:26][cH:27]1)[cH:19][cH:20]2.[CH3:38][OH:39].[Li+:37].[O:40]1[CH2:41][CH2:42][CH2:43][CH2:44]1.[OH-:36]>>[C:1]([CH3:2])([CH3:3])([CH3:4])[O:5][CH:6]([C:7](=[O:8])[OH:9])[c:11]1[c:12](-[c:29]2[cH:30][cH:31][c:32]([CH3:35])[cH:33][cH:34]2)[c:13]2[c:14]([n:15][c:16]1[CH3:17])[n:18]([CH2:21][c:22]1[cH:23][cH:24][c:25]([F:28])[cH:26][cH:27]1)[cH:19][cH:20]2. The reactants are NO (hydroxylamine), CSC(N(C)CC1=CC=CC=C1)=NC (S-methyl-N-benzyl-N,N'-dimethylisothiourea), Cl.NO (hydroxylamine hydrochloride), [OH-].[K+] (potassium hydroxide). Run in CO (methanol). Run at time 4 hour. Yields the product C(C1=CC=CC=C1)N(C(=NO)NC)C (1-benzyl-1,3-dimethyl-2-hydroxyguanidine). Yield: 1.2%. As a reaction SMILES: [NH2:1][OH:2].Cl.NO.[OH-].[K+].CS[C:10](=[N:20][CH3:21])[N:11]([CH2:13][C:14]1[CH:19]=[CH:18][CH:17]=[CH:16][CH:15]=1)[CH3:12]>CO>[CH2:13]([N:11]([CH3:12])[C:10]([NH:20][CH3:21])=[N:1][OH:2])[C:14]1[CH:19]=[CH:18][CH:17]=[CH:16][CH:15]=1 |f:1.2,3.4|. Procedure: A 100 ml. solution of hydroxylamine generated from hydroxylamine hydrochloride (5.86 g., 0.088 mol) and potassium hydroxide (4.59 g., 0.088 mol) was cooled to 0°. To this was added a 25 ml. methanol solution of S-methyl-N-benzyl-N,N'-dimethylisothiourea (3.53 g., 0.017 mol) over a 10 minute period. The mixture was allowed to stir for 4 hours. Methanol was then removed by evaporation and the residue redissolved in methylene chloride. After two washes with 100 ml. quantities of water, the organic ... Reactants: C(C)N(C1=CC=NC=C1)N1C=CC=C1 (N-ethyl-N-(1H-pyrrol-1-yl)-4-pyridinamine), O.O.O.C(C)(=O)[O-].[Na+] (sodium acetate trihydrate), P(=O)(Cl)(Cl)Cl (phosphorous oxychloride), C([O-])([O-])=O.[Na+].[Na+] (sodium carbonate). Run in CN(C=O)C (dimethylformamide), ClC(C)Cl (dichloroethane), O (water). Reaction conditions: time 1 hour. Product: N1C(=CC=C1)C=O (pyrrole-2-aldehyde), N1C=C(C=C1)C=O (pyrrole-3-aldehyde). Reaction SMILES: P(Cl)(Cl)(Cl)=O.[CH2:6]([N:8]([N:15]1[CH:19]=[CH:18][CH:17]=[CH:16]1)[C:9]1C=CN=CC=1)[CH3:7].O.O.O.[C:23]([O-:26])(=[O:25])[CH3:24].[Na+].C(=O)([O-])[O-].[Na+].[Na+]>ClC(Cl)C.O.CN(C)C=O>[NH:15]1[CH:16]=[CH:17][CH:18]=[C:19]1[CH:23]=[O:25].[NH:8]1[CH:6]=[CH:7][C:24]([CH:23]=[O:26])=[CH:9]1 |f:2.3.4.5.6,7.8.9|. Reported procedure: To cold dimethylformamide (11.1 g) was slowly added phosphorous oxychloride (23.2 g). The resultant clear complex was stirred one hour at ambient temperature and thereafter a solution of N-ethyl-N-(1H-pyrrol-1-yl)-4-pyridinamine (20.5 g) in 135 ml of dichloroethane was added. After stirring twelve hours at 95° the reaction mixture was cooled and hydrolyzed for one hour at 95° with a solution of sodium acetate trihydrate (40 g) in 150 ml of water. The reaction mixture was cooled, basified with so...